The task is: describe an organic reaction: reactants, conditions, products, and yield. This data is from the Open Reaction Database (ORD), a public repository of structured organic reaction records. Starting materials: C=CCOCC(F)(F)c1ccccc1, OCCCOCCCCc1ccccc1. The product is OCCCOCC(F)(F)c1ccccc1. As a reaction SMILES: [F:1][C:2]([CH2:3][O:4][CH2:5][CH:6]=[CH2:7])([c:8]1[cH:9][cH:10][cH:11][cH:12][cH:13]1)[F:14].[c:15]1([CH2:16][CH2:17][CH2:18][CH2:19][O:25][CH2:20][CH2:21][CH2:22][OH:23])[cH:24][cH:26][cH:27][cH:28][cH:29]1>>[F:1][C:2]([CH2:3][O:4][CH2:5][CH2:6][CH2:7][OH:25])([c:8]1[cH:9][cH:10][cH:11][cH:12][cH:13]1)[F:14]. The reactants are C12(C=CC(CC1)C2)CC[Si](OC)(OC)OC (Norbornenylethyltrimethoxysilane), ( 91/9 ), Pd1446, C(C)[SiH](CC)CC (triethyl silane), C(C)O (ethanol). The solvent is C1(=CC=CC=C1)C (toluene), C1(=CC=CC=C1)C (toluene), C1CCOC1 (THF), ClCCl (dichloromethane). Conditions: temperature 80 celsius. Yields the product C(CCC)C12C=CC(CC1)C2.C12(C=CC(CC1)C2)CC[Si](OC)(OC)OC (Butyl Norbornene Norbornenylethyltrimethoxysilane). Reaction SMILES: [C:1]12([CH2:8][CH2:9][Si:10]([O:15][CH3:16])([O:13][CH3:14])[O:11][CH3:12])[CH2:7][CH:4]([CH2:5][CH2:6]1)[CH:3]=[CH:2]2.[CH2:17]([SiH](CC)CC)[CH3:18].C(O)C>ClCCl.C1COCC1.C1(C)C=CC=CC=1>[CH2:8]([C:1]12[CH2:7][CH:4]([CH2:5][CH2:6]1)[CH:3]=[CH:2]2)[CH2:9][CH2:17][CH3:18].[C:1]12([CH2:8][CH2:9][Si:10]([O:15][CH3:16])([O:11][CH3:12])[O:13][CH3:14])[CH2:7][CH:4]([CH2:5][CH2:6]1)[CH:3]=[CH:2]2 |f:6.7|. Reported procedure: BuNB (25.44 g, 0.169 mol), Norbornenylethyltrimethoxysilane (TMSENB, CAS 68245-19-2) (4.56 g, 0.019 mol), triethyl silane (0.11 g, 9.41E-04 mol), ethanol (0.10 g, 2.26E-03 mol) and toluene (170.0 g) were combined in a 300 mL serum bottle and heated to 80° C. in an oil bath to form a solution. To this solution were injected Pd1446 (0.022 g, 1.50E-05 mol) and DANFABA (0.036 g, 4.51E-5 mol), each in the form of a concentrated solution in dichloromethane. After addition, the resulting mixture was ma... The reactants are CC1(CC1)C(C)=O (1-(1-methylcyclopropyl)ethan-1-one), Br[Mg]C#C (bromo(ethynyl)magnesium). The solvent is O1CCCC1 (tetrahydrofuran), O1CCCC1 (tetrahydrofuran). Reaction conditions: temperature 0 celsius, time 8 hour. Product: CC1(CC1)C(C)(C#C)O ((±)-2-(1-Methylcyclopropyl)but-3-yn-2-ol). RXN SMILES: [CH3:1][C:2]1([C:5](=[O:7])[CH3:6])[CH2:4][CH2:3]1.Br[Mg][C:10]#[CH:11]>O1CCCC1>[CH3:1][C:2]1([C:5]([OH:7])([C:10]#[CH:11])[CH3:6])[CH2:4][CH2:3]1. Reported procedure: This compound was prepared according to a procedure similar to that described in Procedure A. In a 100-mL 3-necked round-bottom flask, a solution of 1-(1-methylcyclopropyl)ethan-1-one (2 g, 20.38 mmol, 1.00 equiv) in tetrahydrofuran (5 mL) was added into a solution of bromo(ethynyl)magnesium (0.5 M in THF, 53 mL, 1.30 equiv) in tetrahydrofuran (5 mL). The resulting solution was stirred for 8 h at 0° C. in an ice/salt bath. The reaction was then quenched by the addition of 50 mL of sat. aq. NH4Cl... Reactants: O=C1CC=C(CC1)C=1C=CC2=C(NC(S2)=O)C1 (5-(4-oxo-cyclohex-1-enyl)-3H-benzothiazol-2-one), ketone, N1CC(C1)NC(=O)CNC(C1=CC(=CC=C1)C(F)(F)F)=O (N-(azetidin-3-ylcarbamoylmethyl)-3-trifluoromethyl-benzamide). Product: O=C1SC2=C(N1)C=C(C=C2)C2CCC(CC2)N2CC(C2)NC(=O)CNC(C2=CC(=CC=C2)C(F)(F)F)=O (N-({1-[4-(2-oxo-2,3-dihydro-benzothiazol-5-yl)-cyclohexyl]-azetidin-3-ylcarbamoyl}-methyl)-3-trifluoromethyl-benzamide). As a reaction SMILES: O=[C:2]1[CH2:7][CH2:6][C:5]([C:8]2[CH:9]=[CH:10][C:11]3[S:15][C:14](=[O:16])[NH:13][C:12]=3[CH:17]=2)=[CH:4][CH2:3]1.[NH:18]1[CH2:21][CH:20]([NH:22][C:23]([CH2:25][NH:26][C:27](=[O:38])[C:28]2[CH:33]=[CH:32][CH:31]=[C:30]([C:34]([F:37])([F:36])[F:35])[CH:29]=2)=[O:24])[CH2:19]1>>[O:16]=[C:14]1[NH:13][C:12]2[CH:17]=[C:8]([CH:5]3[CH2:6][CH2:7][CH:2]([N:18]4[CH2:21][CH:20]([NH:22][C:23]([CH2:25][NH:26][C:27](=[O:38])[C:28]5[CH:33]=[CH:32][CH:31]=[C:30]([C:34]([F:37])([F:35])[F:36])[CH:29]=5)=[O:24])[CH2:19]4)[CH2:3][CH2:4]3)[CH:9]=[CH:10][C:11]=2[S:15]1. Procedure details: The title compounds were prepared as white solids from hydrogenation of 5-(4-oxo-cyclohex-1-enyl)-3H-benzothiazol-2-one (as prepared in the previous step) followed by reductive amination of the corresponding ketone with N-(azetidin-3-ylcarbamoylmethyl)-3-trifluoromethyl-benzamide (as prepared in step B of Example 4) using the procedures described in Step C of Example 5 and Step C of Example 4. Starting materials: C(C)(C)(C)OC(NC1(CCC1)C1=CC=C(C=C1)C1=NC=2N(N=C3C=CC(=CC23)F)C=C1C1=CC=CC=C1)=O ({1-[4-(9-fluoro-3-phenylpyrimido[1,2-b]indazole-2-yl)phenyl]cyclobutyl}carbamic acid tert-butyl ester), Cl (hydrogen chloride). Solvent: O1CCOCC1 (dioxane), O1CCOCC1 (dioxane). Yields the product FC1=CC2=C3N(N=C2C=C1)C=C(C(=N3)C3=CC=C(C=C3)C3(CCC3)N)C3=CC=CC=C3 (1-[4-(9-Fluoro-3-phenylpyrimido[1,2-b]indazole-2-yl)phenyl]-cyclobutylamine). Isolated yield 38.2%. Reaction SMILES: C(OC(=O)[NH:7][C:8]1([C:12]2[CH:17]=[CH:16][C:15]([C:18]3[C:31]([C:32]4[CH:37]=[CH:36][CH:35]=[CH:34][CH:33]=4)=[CH:30][N:21]4[N:22]=[C:23]5[C:28]([CH:27]=[C:26]([F:29])[CH:25]=[CH:24]5)=[C:20]4[N:19]=3)=[CH:14][CH:13]=2)[CH2:11][CH2:10][CH2:9]1)(C)(C)C.Cl>O1CCOCC1>[F:29][C:26]1[CH:25]=[CH:24][C:23]2[C:28](=[C:20]3[N:19]=[C:18]([C:15]4[CH:14]=[CH:13][C:12]([C:8]5([NH2:7])[CH2:9][CH2:10][CH2:11]5)=[CH:17][CH:16]=4)[C:31]([C:32]4[CH:33]=[CH:34][CH:35]=[CH:36][CH:37]=4)=[CH:30][N:21]3[N:22]=2)[CH:27]=1. Procedure: In a second experiment 420 mg (0.83 mmol) {1-[4-(9-fluoro-3-phenylpyrimido[1,2-b]indazole-2-yl)phenyl]cyclobutyl}carbamic acid tert-butyl ester, after dissolution in 5 mL dioxane, were treated with 22 mL 4M hydrogen chloride in dioxane. The reaction mixture was worked up as described for the first experiment. The crude products of both experiments were purified by joint chromatography on amine silicagel (eluents: dichoromethane/methanol) yielding 129.5 mg of the desired product. Starting materials: S=C=S, COC(=O)C(=O)c1ccc(Br)c2ccccc12, Cc1ccccc1, CC(=O)[O-], CC(=O)[O-], Nc1ccnc(N2CCOCC2)n1, [Pd+2], c1ccc(P(c2ccccc2)c2ccc3ccccc3c2-c2c(P(c3ccccc3)c3ccccc3)ccc3ccccc23)cc1. Product: COC(=O)C(=O)c1ccc(Nc2ccnc(N3CCOCC3)n2)c2ccccc12. As a reaction SMILES: [C:77](=[S:78])=[S:79].[CH3:14][O:15][C:16]([C:17](=[O:18])[c:19]1[cH:20][cH:21][c:22]([Br:29])[c:23]2[cH:24][cH:25][cH:26][cH:27][c:28]12)=[O:30].[CH3:80][c:81]1[cH:82][cH:83][cH:84][cH:85][cH:86]1.[O-:88][C:89]([CH3:90])=[O:91].[O-:92][C:93]([CH3:94])=[O:95].[O:1]1[CH2:2][CH2:3][N:4]([c:7]2[n:8][cH:9][cH:10][c:11]([NH2:13])[n:12]2)[CH2:5][CH2:6]1.[Pd+2:87].[cH:31]1[cH:32][cH:33][c:34]([P:35]([c:36]2[cH:37][cH:38][c:39]3[c:40]([cH:41][cH:42][cH:43][cH:44]3)[c:45]2-[c:46]2[c:47]3[c:48]([cH:49][cH:50][cH:51][cH:52]3)[cH:53][cH:54][c:55]2[P:56]([c:57]2[cH:58][cH:59][cH:60][cH:61][cH:62]2)[c:63]2[cH:64][cH:65][cH:66][cH:67][cH:68]2)[c:69]2[cH:70][cH:71][cH:72][cH:73][cH:74]2)[cH:75][cH:76]1>>[O:1]1[CH2:2][CH2:3][N:4]([c:7]2[n:8][cH:9][cH:10][c:11]([NH:13][c:22]3[cH:21][cH:20][c:19]([C:17]([C:16]([O:15][CH3:14])=[O:30])=[O:18])[c:28]4[c:23]3[cH:24][cH:25][cH:26][cH:27]4)[n:12]2)[CH2:5][CH2:6]1.